Dataset: the Open Reaction Database (ORD), a public repository of structured organic reaction records. Task: describe an organic reaction: reactants, conditions, products, and yield Starting materials: CCN(CC)CCCCl, CN1Cc2ccccc2C(c2ccccc2)NC1=S, [H-], [Na+], CN(C)C=O, O. Product: CCN(CC)CCCSC1=NC(c2ccccc2)c2ccccc2CN1C. RXN SMILES: [CH2:22]([CH3:23])[N:24]([CH2:25][CH2:26][CH2:27][Cl:28])[CH2:29][CH3:30].[CH3:1][N:2]1[CH2:3][c:4]2[c:5]([cH:16][cH:17][cH:18][cH:19]2)[CH:6]([c:10]2[cH:11][cH:12][cH:13][cH:14][cH:15]2)[NH:7][C:8]1=[S:9].[H-:20].[Na+:21].[O:32]=[CH:33][N:34]([CH3:35])[CH3:36].[OH2:31]>>[CH3:1][N:2]1[CH2:3][c:4]2[c:5]([cH:16][cH:17][cH:18][cH:19]2)[CH:6]([c:10]2[cH:11][cH:12][cH:13][cH:14][cH:15]2)[N:7]=[C:8]1[S:9][CH2:27][CH2:26][CH2:25][N:24]([CH2:22][CH3:23])[CH2:29][CH3:30]. Reactants: C1=CN(C=N1)C(=O)N2C=CN=C2 (N,N-carbonyldiimidazole), C(C1=CC=CC=C1)(=O)CC(C(=O)O)C1=CC=CC=C1 (3-benzoyl-2-(phenyl)propionic acid), C(C)(C)(C)OC([C@H]1NCCC1)=O (L-proline t-butyl ester). Solvent: O1CCCC1 (tetrahydrofuran). Conditions: time 3 hour. Product: C(C)(C)(C)OC([C@H]1N(CCC1)C(C(CC(C1=CC=CC=C1)=O)C1=CC=CC=C1)=O)=O (1-[3-benzoyl-2-(phenyl)-propionyl]-L-proline t-butyl ester). Reaction SMILES: [C:1]([CH2:9][CH:10]([C:14]1[CH:19]=[CH:18][CH:17]=[CH:16][CH:15]=1)[C:11]([OH:13])=O)(=[O:8])[C:2]1[CH:7]=[CH:6][CH:5]=[CH:4][CH:3]=1.C1N=CN(C(N2C=NC=C2)=O)C=1.[C:32]([O:36][C:37](=[O:43])[C@@H:38]1[CH2:42][CH2:41][CH2:40][NH:39]1)([CH3:35])([CH3:34])[CH3:33]>O1CCCC1>[C:32]([O:36][C:37](=[O:43])[C@@H:38]1[CH2:42][CH2:41][CH2:40][N:39]1[C:11](=[O:13])[CH:10]([C:14]1[CH:19]=[CH:18][CH:17]=[CH:16][CH:15]=1)[CH2:9][C:1](=[O:8])[C:2]1[CH:3]=[CH:4][CH:5]=[CH:6][CH:7]=1)([CH3:35])([CH3:33])[CH3:34]. Procedure details: A 0.01 mole sample of 3-benzoyl-2-(phenyl)propionic acid is dissolved in tetrahydrofuran and 0.01 mole of N,N-carbonyldiimidazole added. After stirring 3 hours at room temperature, 0.01 mole of L-proline t-butyl ester is added. After 24 hours the solvent is removed and 1-[3-benzoyl-2-(phenyl)-propionyl]-L-proline t-butyl ester isolated. The preceding compound is reacted with trifluoroacetic acid to remove the t-butyl group. Separation of isomers A and B is carried out as described for Example 69... Reactants: C1OC2=CC(=C(C=O)C=C2O1)[N+](=O)[O-] (4,5-methylenedioxy-2-nitrobenzaldehyde), [Mn](=O)(=O)(=O)[O-].[K+] (potassium permanganate), [OH-].[K+] (potassium hydroxide). Run in O (water), O (water). Reaction conditions: time 3 hour. The product is C1OC2=CC(=C(C(=O)O)C=C2O1)[N+](=O)[O-] (4,5-methylenedioxy-2-nitrobenzoic acid). Reaction SMILES: [CH2:1]1[O:11][C:10]2[C:3](=[CH:4][C:5]([N+:12]([O-:14])=[O:13])=[C:6]([CH:9]=2)[CH:7]=[O:8])[O:2]1.[Mn]([O-])(=O)(=O)=[O:16].[K+].[OH-].[K+]>O>[CH2:1]1[O:11][C:10]2[C:3](=[CH:4][C:5]([N+:12]([O-:14])=[O:13])=[C:6]([CH:9]=2)[C:7]([OH:16])=[O:8])[O:2]1 |f:1.2,3.4|. Reported procedure: To a slurry of 78 g of 4,5-methylenedioxy-2-nitrobenzaldehyde and 1.5 liter of water there was added a solution of 90 g of potassium permanganate in 1.5 liter of water over a period of 45 minutes. The mixture was then stirred at 70°-80° C. for an additional hour and then made alkaline with 400 ml of aqueous 10% potassium hydroxide. The mixture was filtered while hot to remove the precipitate which was washed with 2 portions of hot water. The filtrate was cooled for 16 hours and the solid which f...